Task: describe an organic reaction: reactants, conditions, products, and yield. Dataset: the Open Reaction Database (ORD), a public repository of structured organic reaction records Starting materials: CCOC(=O)C(Cl)(Cl)CCCCCCCCCCSc1ccc(Cl)cc1, O=C(OO)c1ccccc1Cl, ClCCl. Yields the product CCOC(=O)C(Cl)(Cl)CCCCCCCCCCS(=O)c1ccc(Cl)cc1. RXN SMILES: [CH2:12]([CH3:13])[O:14][C:15]([C:16]([CH2:17][CH2:18][CH2:19][CH2:20][CH2:21][CH2:22][CH2:23][CH2:24][CH2:25][CH2:26][S:27][c:28]1[cH:29][cH:30][c:31]([Cl:34])[cH:32][cH:33]1)([Cl:35])[Cl:36])=[O:37].[Cl:1][c:2]1[c:3]([C:4]([O:5][OH:6])=[O:9])[cH:7][cH:8][cH:10][cH:11]1.[Cl:38][CH2:39][Cl:40]>>[O:9]=[S:27]([CH2:26][CH2:25][CH2:24][CH2:23][CH2:22][CH2:21][CH2:20][CH2:19][CH2:18][CH2:17][C:16]([C:15]([O:14][CH2:12][CH3:13])=[O:37])([Cl:35])[Cl:36])[c:28]1[cH:29][cH:30][c:31]([Cl:34])[cH:32][cH:33]1. Starting materials: COC(N(C)C)OC (Dimethyl formamide dimethyl acetal), C1(CC1)C(CC(=O)C1=CC(=C(C=C1)C)SC)=O (3-cyclopropyl-1-(4-methyl-3-methylsulphenylphenyl)propan-1,3-dione), COC(N(C)C)OC (dimethyl formamide dimethyl acetal). Solvent: C1(=CC=CC=C1)C (toluene). Run at time 8 hour. Yields the product C1(CC1)C(C(C(=O)C1=CC(=C(C=C1)C)SC)=CN(C)C)=O (3-cyclopropyl-2-(N,N-dimethylaminomethylene)-1-(4-methyl-3-methylsulphenylphenyl)propan-1,3-dione). Reaction SMILES: CO[CH:3](OC)[N:4]([CH3:6])[CH3:5].[CH:9]1([C:12](=[O:25])[CH2:13][C:14]([C:16]2[CH:21]=[CH:20][C:19]([CH3:22])=[C:18]([S:23][CH3:24])[CH:17]=2)=[O:15])[CH2:11][CH2:10]1>C1(C)C=CC=CC=1>[CH:9]1([C:12](=[O:25])[C:13](=[CH:3][N:4]([CH3:5])[CH3:6])[C:14]([C:16]2[CH:21]=[CH:20][C:19]([CH3:22])=[C:18]([S:23][CH3:24])[CH:17]=2)=[O:15])[CH2:11][CH2:10]1. Procedure details: Dimethyl formamide dimethyl acetal (6.0 ml) was added to a solution of 3-cyclopropyl-1-(4-methyl-3-methylsulphenylphenyl)propan-1,3-dione (8.71 g) in toluene. The mixture was stirred at room temperature overnight. Further dimethyl formamide dimethyl acetal (2.0 ml) was added and the mixture was stirred and heated at 50° C. for 24 hours. It was cooled and evaporated to dryness to give 3-cyclopropyl-2-(N,N-dimethylaminomethylene)-1-(4-methyl-3-methylsulphenylphenyl)propan-1,3-dione (10.6 g) as a b... Starting materials: ClCCl, CSC, O=C(c1ccc(OCc2ccccc2)cc1)c1nc2ccccc2s1. Product: O=C(c1ccc(O)cc1)c1nc2ccccc2s1. RXN SMILES: [CH2:29]([Cl:30])[Cl:31].[CH3:1][S:2][CH3:3].[s:4]1[c:5]([C:13](=[O:14])[c:15]2[cH:16][cH:17][c:18]([O:21][CH2:22][c:23]3[cH:24][cH:25][cH:26][cH:27][cH:28]3)[cH:19][cH:20]2)[n:6][c:7]2[c:8]1[cH:9][cH:10][cH:11][cH:12]2>>[s:4]1[c:5]([C:13](=[O:14])[c:15]2[cH:16][cH:17][c:18]([OH:21])[cH:19][cH:20]2)[n:6][c:7]2[c:8]1[cH:9][cH:10][cH:11][cH:12]2.